This data is from the Open Reaction Database (ORD), a public repository of structured organic reaction records. The task is: describe an organic reaction: reactants, conditions, products, and yield RXN SMILES: [C:16]([OH:17])([CH3:18])([CH3:19])[CH3:20].[Cl:1][O-:2].[Cl:4][c:5]1[n:6][c:7]2[s:8][cH:9][cH:10][n:11]2[c:12]1[CH:13]=[O:14].[Na+:3].[OH2:15]>>[OH:2][C:13]([c:12]1[c:5]([Cl:4])[n:6][c:7]2[s:8][cH:9][cH:10][n:11]21)=[O:14]. Product: O=C(O)c1c(Cl)nc2sccn12. Reactants: CC(C)(C)O, [O-]Cl, O=Cc1c(Cl)nc2sccn12, [Na+], O. The reactants are C(C=C)OC(=O)N1[C@@H](C[C@H](C1)OS(=O)(=O)C)CCOS(=O)(=O)C ((2R,4R)-1-Allyloxycarbonyl-4-methylsulfonyloxy-2-(2-methylsulfonyloxyethyl) pyrrolidine), C(N)(=O)C=1NC=CN1 (2-carbamoylimidazole). The product is C(C=C)OC(=O)N1[C@@H](C[C@H](C1)OS(=O)(=O)C)CCN1C(=NC=C1)C(N)=O ((2R,4R)-1-allyloxycarbonyl-2-{2-(2-carbamoylimidazol-1-yl) ethyl}-4-methylsulfonyloxypyrrolidine). Yield: 68.0%. RXN SMILES: [CH2:1]([O:4][C:5]([N:7]1[CH2:11][C@H:10]([O:12][S:13]([CH3:16])(=[O:15])=[O:14])[CH2:9][C@H:8]1[CH2:17][CH2:18]OS(C)(=O)=O)=[O:6])[CH:2]=[CH2:3].[C:24]([C:27]1[NH:28][CH:29]=[CH:30][N:31]=1)(=[O:26])[NH2:25]>>[CH2:1]([O:4][C:5]([N:7]1[CH2:11][C@H:10]([O:12][S:13]([CH3:16])(=[O:14])=[O:15])[CH2:9][C@H:8]1[CH2:17][CH2:18][N:28]1[CH:29]=[CH:30][N:31]=[C:27]1[C:24](=[O:26])[NH2:25])=[O:6])[CH:2]=[CH2:3]. Procedure: (2R,4R)-1-Allyloxycarbonyl-4-methylsulfonyloxy-2-(2-methylsulfonyloxyethyl) pyrrolidine (21.5 g) and 2-carbamoylimidazole (7.07 g) were reacted in substantially the same manner as that of Preparation 10-3) to give (2R,4R)-1-allyloxycarbonyl-2-{2-(2-carbamoylimidazol-1-yl) ethyl}-4-methylsulfonyloxypyrrolidine (15.2 g) as a yellow solid. Starting materials: C([C@@H]1[C@@H]2[C@@H]([C@H]([C@H](O1)O[C@@H]3[C@H](O[C@@H]([C@@H]([C@H]3O)O)O[C@@H]4[C@H](O[C@@H]([C@@H]([C@H]4O)O)O[C@@H]5[C@H](O[C@@H]([C@@H]([C@H]5O)O)O[C@@H]6[C@H](O[C@@H]([C@@H]([C@H]6O)O)O[C@@H]7[C@H](O[C@@H]([C@@H]([C@H]7O)O)O[C@@H]8[C@H](O[C@H](O2)[C@@H]([C@H]8O)O)CO)CO)CO)CO)CO)CO)O)O)O (β-cyclodextrin), N1=CC=CC(=C1)C1N(C)CCC1 (nicotine), powder, N1=CC=CC(=C1)C1N(C)CCC1 (nicotine). The solvent is O (water), O (H2O). Yields the product N1=CC=CC(=C1)C1N(C)CCC1.C([C@@H]1[C@@H]2[C@@H]([C@H]([C@H](O1)O[C@@H]3[C@H](O[C@@H]([C@@H]([C@H]3O)O)O[C@@H]4[C@H](O[C@@H]([C@@H]([C@H]4O)O)O[C@@H]5[C@H](O[C@@H]([C@@H]([C@H]5O)O)O[C@@H]6[C@H](O[C@@H]([C@@H]([C@H]6O)O)O[C@@H]7[C@H](O[C@@H]([C@@H]([C@H]7O)O)O[C@@H]8[C@H](O[C@H](O2)[C@@H]([C@H]8O)O)CO)CO)CO)CO)CO)CO)O)O)O (nicotine β-cyclodextrin). Reaction SMILES: [CH2:1]([OH:77])[C@H:2]1[O:7][C@@H:6]2[O:8][C@H:9]3[C@H:14]([OH:15])[C@@H:13]([OH:16])[C@@H:12]([O:17][C@H:18]4[C@H:23]([OH:24])[C@@H:22]([OH:25])[C@@H:21]([O:26][C@H:27]5[C@H:32]([OH:33])[C@@H:31]([OH:34])[C@@H:30]([O:35][C@H:36]6[C@H:41]([OH:42])[C@@H:40]([OH:43])[C@@H:39]([O:44][C@H:45]7[C@H:50]([OH:51])[C@@H:49]([OH:52])[C@@H:48]([O:53][C@H:54]8[C@H:60]([OH:61])[C@@H:59]([OH:62])[C@@H:57]([O:58][C@H:3]1[C@H:4]([OH:76])[C@H:5]2[OH:75])[O:56][C@@H:55]8[CH2:63][OH:64])[O:47][C@@H:46]7[CH2:65][OH:66])[O:38][C@@H:37]6[CH2:67][OH:68])[O:29][C@@H:28]5[CH2:69][OH:70])[O:20][C@@H:19]4[CH2:71][OH:72])[O:11][C@@H:10]3[CH2:73][OH:74].[N:78]1[CH:83]=[C:82]([CH:84]2[CH2:89][CH2:88][CH2:87][N:85]2[CH3:86])[CH:81]=[CH:80][CH:79]=1>O>[N:78]1[CH:83]=[C:82]([CH:84]2[CH2:89][CH2:88][CH2:87][N:85]2[CH3:86])[CH:81]=[CH:80][CH:79]=1.[CH2:67]([OH:68])[C@H:37]1[O:38][C@@H:39]2[O:44][C@H:45]3[C@H:50]([OH:51])[C@@H:49]([OH:52])[C@@H:48]([O:53][C@H:54]4[C@H:60]([OH:61])[C@@H:59]([OH:62])[C@@H:57]([O:58][C@H:3]5[C@H:4]([OH:76])[C@@H:5]([OH:75])[C@@H:6]([O:8][C@H:9]6[C@H:14]([OH:15])[C@@H:13]([OH:16])[C@@H:12]([O:17][C@H:18]7[C@H:23]([OH:24])[C@@H:22]([OH:25])[C@@H:21]([O:26][C@H:27]8[C@H:32]([OH:33])[C@@H:31]([OH:34])[C@@H:30]([O:35][C@H:36]1[C@H:41]([OH:42])[C@H:40]2[OH:43])[O:29][C@@H:28]8[CH2:69][OH:70])[O:20][C@@H:19]7[CH2:71][OH:72])[O:11][C@@H:10]6[CH2:73][OH:74])[O:7][C@@H:2]5[CH2:1][OH:77])[O:56][C@@H:55]4[CH2:63][OH:64])[O:47][C@@H:46]3[CH2:65][OH:66] |f:3.4|. Reported procedure: An initial quantity of 56.76 g of β-cyclodextrin was placed in a 400 mL beaker and 5.68 g of H2O (equivalent to 10% of the powder) was added with stirring. The water was added in amounts of 1.9 g at a time, with stirring for 10 minutes at each step. The powder, before addition of nicotine, was similar to a wet granulate. Next, 6.37 g of nicotine was added very slowly with stirring, and at the end of the process the granulate was stirred for 10 minutes. The obtained granulate was dried in an oven... The reactants are [H-].[Na+] (NaH), oil, CC(C)(C)[Si](OCC1=C(C(=CC=C1)OCOC)C(C(=O)OCC)=C)(C)C (ethyl 2-(2-({[(1,1-dimethylethyl)(dimethyl)silyl]oxy}methyl)-6-{[(methyloxy)methyl]oxy}phenyl)-2-propenoate), CC(C)(C)[Si](OCC1=C(C(=CC=C1)OCOC)C(C(=O)OCC)=C)(C)C (ethyl 2-(2-({[(1,1-dimethylethyl)(dimethyl)silyl]oxy}methyl)-6-{[(methyloxy)methyl]oxy}phenyl)-2-propenoate), CS(=O)C (dimethyl sulfoxide). Conditions: time 30 minute. The product is CC(C)(C)[Si](OCC1=C(C(=CC=C1)OCOC)C1(CC1)C(=O)OCC)(C)C (ethyl 1-(2-({[(1,1-dimethylethyl)(dimethyl)silyl]oxy}methyl)-6-{[(methyloxy)methyl]oxy}phenyl)cyclopropanecarboxylate). RXN SMILES: [H-].[Na+].[CH3:3][C:4]([Si:7]([CH3:28])([CH3:27])[O:8][CH2:9][C:10]1[CH:15]=[CH:14][CH:13]=[C:12]([O:16][CH2:17][O:18][CH3:19])[C:11]=1[C:20](=[CH2:26])[C:21]([O:23][CH2:24][CH3:25])=[O:22])([CH3:6])[CH3:5].[CH3:29]S(C)=O>>[CH3:3][C:4]([Si:7]([CH3:27])([CH3:28])[O:8][CH2:9][C:10]1[CH:15]=[CH:14][CH:13]=[C:12]([O:16][CH2:17][O:18][CH3:19])[C:11]=1[C:20]1([C:21]([O:23][CH2:24][CH3:25])=[O:22])[CH2:29][CH2:26]1)([CH3:5])[CH3:6] |f:0.1|. Reported procedure: NaH 60% disp in mineral oil (140 mg, 3.49 mmol) was added and the reaction mixture was stirred for 30 minutes at room temperature. A solution of ethyl 2-(2-({[(1,1-dimethylethyl)(dimethyl)silyl]oxy}methyl)-6-{[(methyloxy)methyl]oxy}phenyl)-2-propenoate (Intermediate 132, 830 mg) in dry dimethyl sulfoxide (5 mL) was added and the reaction mixture was stirred for 30 minutes at room temperature The reaction was quenched with ice, diluted with brine (10 ml) and water (10 ml) and extracted with ethyl... Reactants: [B-](F)(F)(F)F.[N+](=O)=O (nitronium tetrafluoroboron), N1=C(C=C(C=C1C)C)C (2,4,6-collidine), C(C)(C)(C)OC(=O)N[C@@H](C)CO (N-t-butoxycarbonyl-L-alaninol). The solvent is C(C)#N (acetonitrile). Run at temperature 0 celsius, time 30 minute. Yields the product C(C)(C)(C)OC(=O)N[C@H](CO[N+](=O)[O-])C ((1S)-N-(t-Butoxycarbonyl)-1-methyl-2-nitroxyethylamine). Isolated yield 52.9%. RXN SMILES: [B-](F)(F)(F)F.[N+:6](=[O:8])=[O:7].N1C(C)=CC(C)=CC=1C.[C:18]([O:22][C:23]([NH:25][C@H:26]([CH2:28][OH:29])[CH3:27])=[O:24])([CH3:21])([CH3:20])[CH3:19]>C(#N)C>[C:18]([O:22][C:23]([NH:25][C@@H:26]([CH3:27])[CH2:28][O:29][N+:6]([O-:8])=[O:7])=[O:24])([CH3:20])([CH3:21])[CH3:19] |f:0.1|. Procedure: In 200 ml of dry acetonitrile were suspended 17.9 g of nitronium tetrafluoroboron, and 17.5 ml of 2,4,6-collidine were added dropwise thereto at -5° C. to 0° C. under a nitrogen stream. The reaction mixture was stirred at 0° C. for 30 minutes, 10.7 g of N-t-butoxycarbonyl-L-alaninol were added thereto, and the mixture was stirred at room temperature for 1 hour and 20 minutes. Then, the solvent was distilled off under reduced pressure and ethyl acetate was added to the residue. The insolubles wer... Starting materials: CCCCCCC(CCCC)C(=O)O, CCOCC, C1CCC(NC2CCCCC2)CC1, ClCCl, O=S(Cl)Cl. Yields the product CCCCCCC(CCCC)C(=O)Cl. RXN SMILES: [CH2:14]([CH2:15][CH2:16][CH3:17])[CH:18]([C:19](=[O:20])[OH:21])[CH2:22][CH2:23][CH2:24][CH2:25][CH2:26][CH3:27].[CH2:35]([O:36][CH2:37][CH3:38])[CH3:39].[CH:1]1([NH:2][CH:3]2[CH2:4][CH2:5][CH2:6][CH2:7][CH2:8]2)[CH2:9][CH2:10][CH2:11][CH2:12][CH2:13]1.[Cl:32][CH2:33][Cl:34].[S:28]([Cl:29])([Cl:30])=[O:31]>>[CH2:14]([CH2:15][CH2:16][CH3:17])[CH:18]([C:19](=[O:20])[Cl:30])[CH2:22][CH2:23][CH2:24][CH2:25][CH2:26][CH3:27].